From a dataset of the Open Reaction Database (ORD), a public repository of structured organic reaction records. describe an organic reaction: reactants, conditions, products, and yield The reactants are CCOC(=O)C(=NOC)c1csc(NC=O)n1, Cl, [Na+], [OH-], O. The product is CON=C(C(=O)O)c1csc(NC=O)n1. Reaction SMILES: [CH3:3][O:4][N:5]=[C:6]([C:7](=[O:8])[O:9][CH2:10][CH3:11])[c:12]1[n:13][c:14]([NH:17][CH:18]=[O:19])[s:15][cH:16]1.[ClH:20].[Na+:2].[OH-:1].[OH2:21]>>[CH3:3][O:4][N:5]=[C:6]([C:7](=[O:8])[OH:9])[c:12]1[n:13][c:14]([NH:17][CH:18]=[O:19])[s:15][cH:16]1. Starting materials: CCOC(=O)CBr, O=C([O-])[O-], CC#N, CNCCc1ccc(Cl)cc1[N+](=O)[O-], [K+], [K+]. The product is CCOC(=O)CN(C)CCc1ccc(Cl)cc1[N+](=O)[O-]. RXN SMILES: [Br:15][CH2:16][C:17](=[O:18])[O:19][CH2:20][CH3:21].[C:22](=[O:23])([O-:24])[O-:25].[CH3:28][C:29]#[N:30].[Cl:1][c:2]1[cH:3][c:4]([N+:12](=[O:13])[O-:14])[c:5]([CH2:8][CH2:9][NH:10][CH3:11])[cH:6][cH:7]1.[K+:26].[K+:27]>>[Cl:1][c:2]1[cH:3][c:4]([N+:12](=[O:13])[O-:14])[c:5]([CH2:8][CH2:9][N:10]([CH3:11])[CH2:16][C:17](=[O:18])[O:19][CH2:20][CH3:21])[cH:6][cH:7]1. Starting materials: C[C@H](CC1=CNC2=CC=C(C=C12)OC)N ((R)-1-methyl-2-(5-methoxy-1H-indol-3-yl)ethyl amine), N=1N=NN2C1C=CC(=C2)[C@H]2OC2 ((R)-2-(tetrazolo[1,5-a]pyrid-6-yl)oxirane). The solvent is CO (methanol). Product: C[C@H](CC1=CNC2=CC=C(C=C12)OC)NC[C@H](O)C=1C=CC=2N(C1)N=NN2 ((R)-α-[[(1(R)-methyl-2-(5-methoxy-1H-indol-3-yl)ethyl)amino]methyl]tetrazolo[1,5-a]pyridine-6-methanol), adduct. RXN SMILES: [CH3:1][C@@H:2]([NH2:15])[CH2:3][C:4]1[C:12]2[C:7](=[CH:8][CH:9]=[C:10]([O:13][CH3:14])[CH:11]=2)[NH:6][CH:5]=1.[N:16]1[N:17]=[N:18][N:19]2[CH:24]=[C:23]([C@@H:25]3[CH2:27][O:26]3)[CH:22]=[CH:21][C:20]=12>CO>[CH3:1][C@@H:2]([NH:15][CH2:27][C@@H:25]([C:23]1[CH:22]=[CH:21][C:20]2[N:19]([N:18]=[N:17][N:16]=2)[CH:24]=1)[OH:26])[CH2:3][C:4]1[C:12]2[C:7](=[CH:8][CH:9]=[C:10]([O:13][CH3:14])[CH:11]=2)[NH:6][CH:5]=1. Reported procedure: A solution of 553 mg of partially resolved (R)-1-methyl-2-(5-methoxy-1H-indol-3-yl)ethyl amine (R. A. Glennor et al, Biol Psychiatry, 18,493 (1983) and 452 mg of (R)-2-(tetrazolo[1,5-a]pyrid-6-yl)oxirane in 10 ml of methanol under nitrogen was heated at reflux for 24 hours. The reaction mixture was concentrated under reduced pressure and the residue (1.0 g) purified by careful preparative TLC on silica gel (95:5:0.5 CH2Cl2 :MeOH:NH4OH) to give 515 mg of (R)-α-[[(1(R)-methyl-2-(5-methoxy-1H-indol...